From a dataset of the Open Reaction Database (ORD), a public repository of structured organic reaction records. describe an organic reaction: reactants, conditions, products, and yield Reactants: C(C)(C)(C)C1=CC=C(C=C1)C1=CC=C(C=C1)C(C)(C)C (4,4′-di-t-butylbiphenyl), N1=C(C=CC=C1)C1=NC=CC=C1 (2,2′-bipyridyl), [Li] (Lithium), [Li]CCCC (n-BuLi). The solvent is O1CCCC1 (tetrahydrofuran). Conditions: time 15 hour. The product is C(C)(C)(C)C1=CC=C(C=C1)C1=CC=C(C=C1)C(C)(C)C.[Li] (lithium 4,4′-di-t-butylbiphenyl). Reaction SMILES: [Li:1].[C:2]([C:6]1[CH:11]=[CH:10][C:9]([C:12]2[CH:17]=[CH:16][C:15]([C:18]([CH3:21])([CH3:20])[CH3:19])=[CH:14][CH:13]=2)=[CH:8][CH:7]=1)([CH3:5])([CH3:4])[CH3:3].N1C=CC=CC=1C1C=CC=CN=1.[Li]CCCC>O1CCCC1>[C:18]([C:15]1[CH:16]=[CH:17][C:12]([C:9]2[CH:8]=[CH:7][C:6]([C:2]([CH3:5])([CH3:4])[CH3:3])=[CH:11][CH:10]=2)=[CH:13][CH:14]=1)([CH3:21])([CH3:20])[CH3:19].[Li:1] |f:5.6,^1:0,63|. Procedure: Lithium wire (1% Na) (68 mg, 9.7 mg-atom) was added in 0.3-cm pieces to a stirred, cooled (0° C. internal) solution of 4,4′-di-t-butylbiphenyl (2.66 g, 10.0 mmol) and 5 mg of 2,2′-bipyridyl in 20 mL of dry tetrahydrofuran (THF) under argon. The mixture was titrated to a red endpoint with n-BuLi (2.5 M in hexane, 0.12 mL) and stirred for 15 hours to form a deep blue-green solution of lithium 4,4′-di-t-butylbiphenyl. The solution was cooled to −45° C. (internal), and a solution of (R)-1-(3-chloro-...